Dataset: the Open Reaction Database (ORD), a public repository of structured organic reaction records. Task: describe an organic reaction: reactants, conditions, products, and yield Reactants: N(=O)[O-].[Na+] (sodium nitrite), stannous chloride dihydrate, NC=1C=C(C(=O)OC)C=CC1Cl (methyl 3-amino-4-chlorobenzoate), C(Cl)Cl (CH2Cl2), CO (MeOH). Solvent: O (H2O), Cl (HCl). Conditions: time 1 hour. Product: ClC1=C(C=C(C(=O)OC)C=C1)NN (Methyl 4-Chloro-3-hydrazinobenzoate). Reaction SMILES: [NH2:1][C:2]1[CH:3]=[C:4]([CH:9]=[CH:10][C:11]=1[Cl:12])[C:5]([O:7][CH3:8])=[O:6].[N:13]([O-])=O.[Na+].C(Cl)Cl.CO>O.Cl>[Cl:12][C:11]1[CH:10]=[CH:9][C:4]([C:5]([O:7][CH3:8])=[O:6])=[CH:3][C:2]=1[NH:1][NH2:13] |f:1.2|. Procedure details: A solution of 11.9 g (63.9 mmole) of methyl 3-amino-4-chlorobenzoate (prepared as in Step A) was maintained at -5° to +5° C. and subjected to vigorous mechanical stirring as a solution of 4.41 g (63.9 mmole) of sodium nitrite in 19.3 mL of H2O was added slowly via a dropping funnel. Stirring was continued at this temperature for 1 hour, and the mixture was filtered while cold. The filtrate was immediately added to a rapidly stirred solution of 28.8 g (128 mmole) of stannous chloride dihydrate in...